From a dataset of the Open Reaction Database (ORD), a public repository of structured organic reaction records. describe an organic reaction: reactants, conditions, products, and yield The reactants are FC=1C=C(C=C(C1S(=O)(=O)C)F)C=1C(=NOC1C)C1=CC=CC=C1 (4-[3,5-difluoro-4-(methylsulfonyl)-phenyl]-5-methyl-3-phenylisoxazole), C(C)(=O)[O-].[Na+] (sodium acetate). Solvent: C(C)(=O)OC(C)=O (acetic anhydride). Yields the product C(C)(=O)OCSC1=C(C=C(C=C1F)C=1C(=NOC1C)C1=CC=CC=C1)F ({[2,6-difluoro-4-(5-methyl-3-phenylisoxazol-4-yl)phenyl]thio}methyl acetate). Yield: 82.3%. As a reaction SMILES: [F:1][C:2]1[CH:3]=[C:4]([C:13]2[C:14]([C:19]3[CH:24]=[CH:23][CH:22]=[CH:21][CH:20]=3)=[N:15][O:16][C:17]=2[CH3:18])[CH:5]=[C:6]([F:12])[C:7]=1[S:8]([CH3:11])(=O)=O.[C:25]([O-:28])(=[O:27])[CH3:26].[Na+]>C(OC(=O)C)(=O)C>[C:25]([O:28][CH2:11][S:8][C:7]1[C:2]([F:1])=[CH:3][C:4]([C:13]2[C:14]([C:19]3[CH:24]=[CH:23][CH:22]=[CH:21][CH:20]=3)=[N:15][O:16][C:17]=2[CH3:18])=[CH:5][C:6]=1[F:12])(=[O:27])[CH3:26] |f:1.2|. Reported procedure: A slurry of 4-[3,5-difluoro-4-(methylsulfinyl)phenyl]-5-methyl-3-phenylisoxazole (2.3 g, 6.8 mmol) (step 9 example 14), sodium acetate (3.4 g, 41 mmol) in acetic anhydride (30 mL) was heated and held at reflux for 9 hours. The mixture was concentrated on at reduced pressure and the residue was treated with dilute aqueous sodium bicarbonate and extracted with dichloromethane (1×200 mL, 2×75 mL). The combined extracts were washed with dilute sodium bicarbonate, dilute ammonium chloride, dried with... The reactants are CC1=CC2=C(C=N1)C=CO2 (6-methylfuro[3,2-c]pyridine), O.O.O.C(C)(=O)[O-].[Na+] (Sodium acetate trihydrate), NOS(=O)(=O)O (hydroxylamine-o-sulfonic acid), C(CCC)[Li] (butyl lithium), CCCCCC (hexane), C(C)(C)NC(C)C (diisopropylamine). The solvent is O1CCCC1 (tetrahydrofuran), C(C)OCC (diethyl ether), O1CCCC1 (tetrahydrofuran). Run at time 1.5 hour. The product is S(N)(=O)(=O)C1=CC=2C=NC(=CC2O1)C (2-Sulfamoyl-6-methylfuro[3,2-c]pyridine). Isolated yield 48.9%. As a reaction SMILES: C([NH:4]C(C)C)(C)C.C([Li])CCC.CCCCCC.[CH3:19][C:20]1[N:25]=[CH:24][C:23]2[CH:26]=[CH:27][O:28][C:22]=2[CH:21]=1.O.O.O.C([O-])(=O)C.[Na+].N[O:38][S:39]([OH:42])(=O)=O>O1CCCC1.C(OCC)C>[S:39]([C:27]1[O:28][C:22]2[CH:21]=[C:20]([CH3:19])[N:25]=[CH:24][C:23]=2[CH:26]=1)(=[O:42])(=[O:38])[NH2:4] |f:4.5.6.7.8|. Reported procedure: To a solution of distilled diisopropylamine (7.6 ml, 59 mmol) in distilled tetrahydrofuran (60 ml), under a nitrogen atmosphere and cooled to -70° C., was added 1.6M butyl lithium in hexane (34.4 ml, 55 mmol). After stirring for 0.5 hour a solution of 6-methylfuro[3,2-c]pyridine (6.66 g, 50 mmol) in tetrahydrofuran (50 ml) was added dropwise. After stirring 1.5 hours, sulfur dioxide gas was bubbled over the reaction surface to give a tan precipitate. The reaction mixture was allowed to warm to r... Reactants: CCCCCCCCC1(C)CCC(=O)O1, CCCCCCCCC(C)(Cl)CCC(=O)OC, Cl. Yields the product CCCCCCCCC(C)CCC(=O)OC. As a reaction SMILES: [CH3:1][C:2]1([CH2:3][CH2:4][CH2:5][CH2:6][CH2:7][CH2:8][CH2:9][CH3:10])[O:11][C:12](=[O:13])[CH2:14][CH2:15]1.[Cl:16][C:17]([CH2:18][CH2:19][C:20](=[O:21])[O:22][CH3:23])([CH2:24][CH2:25][CH2:26][CH2:27][CH2:28][CH2:29][CH2:30][CH3:31])[CH3:32].[ClH:33]>>[CH:17]([CH2:18][CH2:19][C:20](=[O:21])[O:22][CH3:23])([CH2:24][CH2:25][CH2:26][CH2:27][CH2:28][CH2:29][CH2:30][CH3:31])[CH3:32].